This data is from the Open Reaction Database (ORD), a public repository of structured organic reaction records. The task is: describe an organic reaction: reactants, conditions, products, and yield Reactants: OCC=1C=C(C#N)C=C(C1)COC (3-hydroxymethyl-5-methoxymethyl-benzonitrile), ClC1=CC=C(C=C1)C(C(N)C1=CC=C(C=C1)[N+](=O)[O-])N (1-(4-chloro-phenyl)-2-(4-nitro-phenyl)-ethane-1,2-diamine). The solvent is CC#N (CH3CN). Product: ClC1=CC=C(C=C1)C1C(N=C(N1)C=1C=C(C=C(C1)COC)CO)C1=CC=C(C=C1)[N+](=O)[O-] ({3-[5-(4-Chloro-phenyl)-4-(4-nitro-phenyl)-4,5-dihydro-1H-imidazol-2-yl]-5-methoxymethyl-phenyl}-methanol). As a reaction SMILES: [OH:1][CH2:2][C:3]1[CH:4]=[C:5]([CH:8]=[C:9]([CH2:11][O:12][CH3:13])[CH:10]=1)[C:6]#[N:7].[Cl:14][C:15]1[CH:20]=[CH:19][C:18]([CH:21]([NH2:33])[CH:22]([C:24]2[CH:29]=[CH:28][C:27]([N+:30]([O-:32])=[O:31])=[CH:26][CH:25]=2)N)=[CH:17][CH:16]=1>CC#N>[Cl:14][C:15]1[CH:16]=[CH:17][C:18]([CH:21]2[NH:33][C:6]([C:5]3[CH:4]=[C:3]([CH2:2][OH:1])[CH:10]=[C:9]([CH2:11][O:12][CH3:13])[CH:8]=3)=[N:7][CH:22]2[C:24]2[CH:29]=[CH:28][C:27]([N+:30]([O-:32])=[O:31])=[CH:26][CH:25]=2)=[CH:19][CH:20]=1. Procedure details: {3-[5-(4-Chloro-phenyl)-4-(4-nitro-phenyl)-4,5-dihydro-1H-imidazol-2-yl]-5-methoxymethyl-phenyl}-methanol was prepared from 3-hydroxymethyl-5-methoxymethyl-benzonitrile and 1-(4-chloro-phenyl)-2-(4-nitro-phenyl)-ethane-1,2-diamine in an analogous manner as described in example 35. LR-MS (ES): 452 [(M+H)+], 493 [(M+H+CH3CN)+]. Starting materials: Nc1ncc(Br)cn1, OB(O)c1ccc(Br)cc1, O=C([O-])[O-], CO, CCOC(C)=O, [Cs+], [Cs+], O, O, c1ccc(P(c2ccccc2)(c2ccccc2)[Pd](P(c2ccccc2)(c2ccccc2)c2ccccc2)(P(c2ccccc2)(c2ccccc2)c2ccccc2)P(c2ccccc2)(c2ccccc2)c2ccccc2)cc1. Yields the product Nc1ncc(-c2ccc(Br)cc2)cn1. As a reaction SMILES: [Br:1][c:2]1[cH:3][n:4][c:5]([NH2:8])[n:6][cH:7]1.[Br:9][c:10]1[cH:11][cH:12][c:13]([B:16]([OH:17])[OH:18])[cH:14][cH:15]1.[C:19](=[O:20])([O-:21])[O-:22].[CH3:25][OH:26].[CH3:28][CH2:29][O:30][C:31]([CH3:32])=[O:33].[Cs+:23].[Cs+:24].[OH2:27].[OH2:34].[cH:35]1[cH:36][cH:37][c:38]([P:39]([Pd:40]([P:41]([c:42]2[cH:43][cH:44][cH:45][cH:46][cH:47]2)([c:48]2[cH:49][cH:50][cH:51][cH:52][cH:53]2)[c:54]2[cH:55][cH:56][cH:57][cH:58][cH:59]2)([P:60]([c:61]2[cH:62][cH:63][cH:64][cH:65][cH:66]2)([c:67]2[cH:68][cH:69][cH:70][cH:71][cH:72]2)[c:73]2[cH:74][cH:75][cH:76][cH:77][cH:78]2)[P:79]([c:80]2[cH:81][cH:82][cH:83][cH:84][cH:85]2)([c:86]2[cH:87][cH:88][cH:89][cH:90][cH:91]2)[c:92]2[cH:93][cH:94][cH:95][cH:96][cH:97]2)([c:98]2[cH:99][cH:100][cH:101][cH:102][cH:103]2)[c:104]2[cH:105][cH:106][cH:107][cH:108][cH:109]2)[cH:110][cH:111]1>>[c:2]1(-[c:13]2[cH:12][cH:11][c:10]([Br:9])[cH:15][cH:14]2)[cH:3][n:4][c:5]([NH2:8])[n:6][cH:7]1.